Dataset: the Open Reaction Database (ORD), a public repository of structured organic reaction records. Task: describe an organic reaction: reactants, conditions, products, and yield The reactants are CC1([C@@H]([C@H]1\C=C(\C(OCC)=O)/Br)C(=O)O)C ((1R,trans,Z) 2,2-dimethyl-3-(2-bromo-3-oxo-3-ethoxy-1-propenyl)-cyclopropane carboxylic acid), C(#N)[C@H](C1=CC(=CC=C1)OC1=CC=CC=C1)O ((S)α-cyano-3-phenoxy-benzyl alcohol). The product is CC1([C@@H]([C@H]1\C=C(\C(OCC)=O)/Br)C(=O)O[C@@H](C1=CC(=CC=C1)OC1=CC=CC=C1)C#N)C ((S)α-cyano-3-phenoxy-benzyl (1R,trans,Z) 2,2-dimethyl-3-(2-bromo-3-oxo-3-ethoxy-1-propenyl)-cyclopropanecarboxylate). As a reaction SMILES: [CH3:1][C:2]1([CH3:16])[C@H:4](/[CH:5]=[C:6](\[Br:12])/[C:7](=[O:11])[O:8][CH2:9][CH3:10])[C@H:3]1[C:13]([OH:15])=[O:14].[C:17]([C@@H:19](O)[C:20]1[CH:25]=[CH:24][CH:23]=[C:22]([O:26][C:27]2[CH:32]=[CH:31][CH:30]=[CH:29][CH:28]=2)[CH:21]=1)#[N:18]>>[CH3:16][C:2]1([CH3:1])[C@H:4](/[CH:5]=[C:6](\[Br:12])/[C:7](=[O:11])[O:8][CH2:9][CH3:10])[C@H:3]1[C:13]([O:15][C@H:19]([C:17]#[N:18])[C:20]1[CH:25]=[CH:24][CH:23]=[C:22]([O:26][C:27]2[CH:28]=[CH:29][CH:30]=[CH:31][CH:32]=2)[CH:21]=1)=[O:14]. Procedure details: Using the procedure of Step B of Example 43, (1R,trans,Z) 2,2-dimethyl-3-(2-bromo-3-oxo-3-ethoxy-1-propenyl)-cyclopropane carboxylic acid and (S)α-cyano-3-phenoxy-benzyl alcohol were reacted to obtain (S)α-cyano-3-phenoxy-benzyl (1R,trans,Z) 2,2-dimethyl-3-(2-bromo-3-oxo-3-ethoxy-1-propenyl)-cyclopropanecarboxylate melting at 97° C. and having a specific rotation of [α]D20 =+5°±1° (c=1% in chloroform). The reactants are S(=O)(=O)(Cl)Cl (sulfonyl chloride), CNC (dimethylamine), BrC=1C=C(C2=C(CCO2)C1)C(CC1(OC(OC1)(C)C)C(F)(F)F)(C)C (5-bromo-7-[2-(2,2-dimethyl-4-trifluoromethyl-[1,3]dioxolan-4-yl)-1,1-dimethylethyl]-2,3-dihydrobenzofuran), [Li]CCCC (n-BuLi), ClN1C(CCC1=O)=O (N-chlorosuccinimide). The solvent is [Cl-].[NH4+] (ammonium chloride), C1CCOC1 (THF), C1CCOC1 (THF). Conditions: time 15 minute. Product: CN(S(=O)(=O)C=1C=C(C2=C(CCO2)C1)C(CC1(OC(OC1)(C)C)C(F)(F)F)(C)C)C (7-[2-(2,2-dimethyl-4-trifluoromethyl-[1,3]dioxolan-4-yl)-1,1-dimethyl-ethyl]-2,3-dihydrobenzofuran-5-sulfonic acid dimethylamide). The yield is 83.0%. Reaction SMILES: Br[C:2]1[CH:3]=[C:4]([C:11]([CH3:25])([CH3:24])[CH2:12][C:13]2([C:20]([F:23])([F:22])[F:21])[CH2:17][O:16][C:15]([CH3:19])([CH3:18])[O:14]2)[C:5]2[O:9][CH2:8][CH2:7][C:6]=2[CH:10]=1.[Li]CCCC.Cl[N:32]1[C:36](=O)CC[C:33]1=O.[S:39](Cl)(Cl)(=[O:41])=[O:40].CNC>C1COCC1.[Cl-].[NH4+]>[CH3:33][N:32]([CH3:36])[S:39]([C:2]1[CH:3]=[C:4]([C:11]([CH3:25])([CH3:24])[CH2:12][C:13]2([C:20]([F:23])([F:22])[F:21])[CH2:17][O:16][C:15]([CH3:19])([CH3:18])[O:14]2)[C:5]2[O:9][CH2:8][CH2:7][C:6]=2[CH:10]=1)(=[O:41])=[O:40] |f:6.7|. Procedure: A solution of 5-bromo-7-[2-(2,2-dimethyl-4-trifluoromethyl-[1,3]dioxolan-4-yl)-1,1-dimethylethyl]-2,3-dihydrobenzofuran (4.0 g, 9.4 mmol) in 8 mL of THF was treated with n-BuLi (2.5 M in hexanes, 4.2 mL, 10.5 mmol) at −78° C. After 15 minutes, an excess of SO2 gas was bubbled into the mixture and the reaction was monitored for the disappearance of the starting material. Next, the reaction mixture was concentrated under a stream of nitrogen gas, diluted with THF, and treated with N-chlorosuccinim... The reactants are CCN=C=NCCCN(C)C (EDCI), C=1C=CC2=C(C1)N=NN2O (HOBt), ClC=1C2=C(N=CN1)CN(CC2)C(=O)C2=C(C(=CC=C2)C(F)(F)F)Cl (4-Chloro-7-{[2-chloro-3-(trifluoromethyl)phenyl]carbonyl}-5,6,7,8-tetrahydropyrido[3,4-d]pyrimidine), ClC1=C(C(=O)O)C=CC=C1C(F)(F)F (2-chloro-3-(trifluoromethyl)benzoic acid), TEA. The solvent is CCOC(=O)C (EtOAc), C(Cl)Cl (DCM). Reaction conditions: time 8 hour. Yields the product ClC=1C2=C(N=CN1)CN(CC2)C(=O)C2=C(C(=CC=C2)C(F)(F)F)Cl (4-Chloro-7-{[2-chloro-3-(trifluoromethyl)phenyl]carbonyl}-5,6,7,8-tetrahydropyrido[3,4-d]pyrimidine), N1(N=NC2=C1C=CC=C2)OC=2C1=C(N=CN2)CN(CC1)C(=O)C1=C(C(=CC=C1)C(F)(F)F)Cl (4-(1H-benzotriazol-1-yloxy)-7-{[2-chloro-3-(trifluoromethyl)phenyl]carbonyl}-5,6,7,8-tetrahydropyrido[3,4-d]pyrimidine). Yield: 24.0%. Reaction SMILES: [Cl:1][C:2]1[C:3]2[CH2:11][CH2:10][N:9]([C:12]([C:14]3[CH:19]=[CH:18][CH:17]=[C:16]([C:20]([F:23])([F:22])[F:21])[C:15]=3[Cl:24])=[O:13])[CH2:8][C:4]=2[N:5]=[CH:6][N:7]=1.ClC1C(C(F)(F)F)=CC=CC=1C(O)=O.CCN=C=NCCCN(C)C.[CH:50]1[CH:51]=[CH:52][C:53]2[N:58]([OH:59])[N:57]=[N:56][C:54]=2[CH:55]=1>C(Cl)Cl.CCOC(C)=O>[Cl:1][C:2]1[C:3]2[CH2:11][CH2:10][N:9]([C:12]([C:14]3[CH:19]=[CH:18][CH:17]=[C:16]([C:20]([F:23])([F:21])[F:22])[C:15]=3[Cl:24])=[O:13])[CH2:8][C:4]=2[N:5]=[CH:6][N:7]=1.[N:58]1([O:59][C:2]2[C:3]3[CH2:11][CH2:10][N:9]([C:12]([C:14]4[CH:19]=[CH:18][CH:17]=[C:16]([C:20]([F:23])([F:22])[F:21])[C:15]=4[Cl:24])=[O:13])[CH2:8][C:4]=3[N:5]=[CH:6][N:7]=2)[C:53]2[CH:52]=[CH:51][CH:50]=[CH:55][C:54]=2[N:56]=[N:57]1. Procedure: To a solution of the product of Intermediate 3 step a (305 mg, 1.80 mmol) in DCM (9 mL) was added 2-chloro-3-(trifluoromethyl)benzoic acid (404 mg, 1.80 mmol) followed by EDCI (517 mg, 2.70 mmol), HOBt (170 mg, 1.26 mmol) and TEA (0.50 mL, 3.60 mmol). The mixture was stirred overnight and then loaded directly on a column. Chromatography on SiO2 eluting with EtOAc/Hex afforded the desired product (267 mg, 39%) and 4-(1H-benzotriazol-1-yloxy)-7-{[2-chloro-3-(trifluoromethyl)phenyl]carbonyl}-5,6,7,... The reactants are ClCCl, CC1(CC(O)C(F)(F)F)CCOc2ccc(F)cc21. The product is CC1(CC(=O)C(F)(F)F)CCOc2ccc(F)cc21. RXN SMILES: [Cl:20][CH2:21][Cl:22].[F:1][C:2]([CH:3]([CH2:4][C:5]1([CH3:16])[CH2:6][CH2:7][O:8][c:9]2[cH:10][cH:11][c:12]([F:15])[cH:13][c:14]21)[OH:17])([F:18])[F:19]>>[F:1][C:2]([C:3]([CH2:4][C:5]1([CH3:16])[CH2:6][CH2:7][O:8][c:9]2[cH:10][cH:11][c:12]([F:15])[cH:13][c:14]21)=[O:17])([F:18])[F:19]. The reactants are BrC1=CC2=C(OCC(N2C)=O)N=C1C1=CC=C(C=C1)C1(CCC1)NC(OC(C)(C)C)=O (Tert-butyl (1-(4-(7-bromo-1-methyl-2-oxo-2,3-dihydro-1H-pyrido[2,3-b][1,4]oxazin-6-yl)phenyl)cyclobutyl)carbamate), N1=CC(=CC=C1)B(O)O (pyridin-3-yl boronic acid), C1(=CC=CC=C1)P(C1=CC=CC=C1)C1=CC=CC=C1 (triphenylphosphine), [F-].[Cs+] (cesium fluoride). Reagents/catalysts: C(C)(=O)[O-].[Pd+2].C(C)(=O)[O-] (Palladium(II)acetate). The solvent is COCCOC (1,2-dimethoxyethane). Reaction conditions: temperature 80 celsius. Yields the product CN1C2=C(OCC1=O)N=C(C(=C2)C=2C=NC=CC2)C2=CC=C(C=C2)C2(CCC2)NC(OC(C)(C)C)=O (Tert-butyl (1-(4-(1-methyl-2-oxo-7-(pyridin-3-yl)-2,3-dihydro-1H-pyrido[2,3-b][1,4]oxazin-6-yl)phenyl)cyclobutyl)carbamate). The yield is 21.1%. As a reaction SMILES: Br[C:2]1[C:13]([C:14]2[CH:19]=[CH:18][C:17]([C:20]3([NH:24][C:25](=[O:31])[O:26][C:27]([CH3:30])([CH3:29])[CH3:28])[CH2:23][CH2:22][CH2:21]3)=[CH:16][CH:15]=2)=[N:12][C:5]2[O:6][CH2:7][C:8](=[O:11])[N:9]([CH3:10])[C:4]=2[CH:3]=1.[N:32]1[CH:37]=[CH:36][CH:35]=[C:34](B(O)O)[CH:33]=1.C1(P(C2C=CC=CC=2)C2C=CC=CC=2)C=CC=CC=1.[F-].[Cs+]>COCCOC.C([O-])(=O)C.[Pd+2].C([O-])(=O)C>[CH3:10][N:9]1[C:8](=[O:11])[CH2:7][O:6][C:5]2[N:12]=[C:13]([C:14]3[CH:19]=[CH:18][C:17]([C:20]4([NH:24][C:25](=[O:31])[O:26][C:27]([CH3:30])([CH3:29])[CH3:28])[CH2:23][CH2:22][CH2:21]4)=[CH:16][CH:15]=3)[C:2]([C:34]3[CH:33]=[N:32][CH:37]=[CH:36][CH:35]=3)=[CH:3][C:4]1=2 |f:3.4,6.7.8|. Procedure: Tert-butyl (1-(4-(7-bromo-1-methyl-2-oxo-2,3-dihydro-1H-pyrido[2,3-b][1,4]oxazin-6-yl)phenyl)cyclobutyl)carbamate (57 mg, 0.117 mmol), pyridin-3-yl boronic acid (21.52 mg, 0.175 momol), triphenylphosphine (9.18 mg, 0.035 mmol), cesium fluoride (89 mg, 0.584 mmol) were dissolved in 1,2-dimethoxyethane (2 ml) to give an orange solution. The reaction mixture was degassed by bubbling nitrogen for 10 minutes. Palladium(II)acetate (3.93 mg, 0.018 mmol) was added at room temperature. The resulting reac... The reactants are C(C(=C)C)(=O)O[Si](C)(C)C (trimethylsilyl methacrylate), b-2-phenylethyl methacrylate, CC(=C)C(=O)OCCO (glycol methacrylate), O.O.O.[F-].C(CCC)[N+](CCCC)(CCCC)CCCC (tetrabutylammonium fluoride trihydrate). Solvent: CO (methanol). RXN SMILES: [C:1]([O:6][Si](C)(C)C)(=[O:5])[C:2]([CH3:4])=[CH2:3].[CH3:11][C:12]([C:14]([O:16][CH2:17][CH2:18][OH:19])=[O:15])=[CH2:13].[OH2:20].O.O.[F-].C([N+](CC[CH2:39][CH3:40])(CCCC)CCCC)CCC>CO>[C:1]([OH:6])(=[O:5])[C:2]([CH3:4])=[CH2:3].[C:14]([OH:16])(=[O:15])[C:12]([CH3:13])=[CH2:11].[CH3:39][CH2:40][O:6][CH:1]([OH:5])[CH2:2][O:20][CH2:12][CH2:14][O:16][CH2:17][CH2:18][OH:19] |f:2.3.4.5.6,9.10|. Yields the product C(C(=C)C)(=O)O (methacrylic acid), b-2-phenylethyl methacrylate, C(C(=C)C)(=O)O.CCOC(COCCOCCO)O (b-ethoxytriethylene glycol methacrylate). Reported procedure: To the solution of poly(trimethylsilyl methacrylate [48 mol %]-b-2-phenylethyl methacrylate [37 mol %]-bethoxytriethylene glycol methacrylate [15 mol %]) was added 350 mL of 0.03 M tetrabutylammonium fluoride trihydrate in methanol. The resulting mixture was refluxed for 16 hr and evaporated in a rotary evaporator under reduced pressure. The residual polymer was dried for 48 hr in a vacuum oven to give 515 g of poly(methacrylic acid [48 mol %]-b-2-phenylethyl methacrylate [37 mol %]-b-ethoxytrie... The reactants are [Cl-], CCN1C(=O)C(C)(C)c2cc3[nH]c(-c4n[nH]cc4N)nc3cc21, O=C(O)CCc1ccccc1. Yields the product CCN1C(=O)C(C)(C)c2cc3[nH]c(-c4n[nH]cc4NC(=O)CCc4ccccc4)nc3cc21. Reaction SMILES: [Cl-:24].[NH2:1][c:2]1[c:3](-[c:7]2[n:8][c:9]3[c:10]([cH:11][c:12]4[c:16]([cH:17]3)[N:15]([CH2:18][CH3:19])[C:14](=[O:20])[C:13]4([CH3:21])[CH3:22])[nH:23]2)[n:4][nH:5][cH:6]1.[c:25]1([CH2:31][CH2:32][C:33](=[O:34])[OH:35])[cH:26][cH:27][cH:28][cH:29][cH:30]1>>[NH:1]([c:2]1[c:3](-[c:7]2[n:8][c:9]3[c:10]([cH:11][c:12]4[c:16]([cH:17]3)[N:15]([CH2:18][CH3:19])[C:14](=[O:20])[C:13]4([CH3:21])[CH3:22])[nH:23]2)[n:4][nH:5][cH:6]1)[C:33]([CH2:32][CH2:31][c:25]1[cH:26][cH:27][cH:28][cH:29][cH:30]1)=[O:34]. Starting materials: Compounds, NC=1C=C(CN)C=CC1 (3-aminobenzylamine), CC(C#C/C=C/CN(CC)CC1=CC(=CC=C1)N)(C)C ((E)-N-(6,6-dimethyl-2-hepten-4-ynyl)-N-ethyl-3-aminobenzylamine), S1C=C(C=C1)C=1C=C(C=O)C=CC1 (3-(3-thienyl)benzaldehyde), 3-substituted benzaldehyde. Product: CC(C#C/C=C/CN(CC)CC1=CC(=CC=C1)NCC1=CC(=CC=C1)C1=CSC=C1)(C)C ((E)-N-(6,6-dimethyl-2-hepten-4-ynyl)-N-ethyl-3-[3-(3-thienyl)benzylamino)benzylamine). As a reaction SMILES: [CH3:1][C:2]([CH3:20])([CH3:19])[C:3]#[C:4]/[CH:5]=[CH:6]/[CH2:7][N:8]([CH2:11][C:12]1[CH:17]=[CH:16][CH:15]=[C:14]([NH2:18])[CH:13]=1)[CH2:9][CH3:10].[S:21]1[CH:25]=[CH:24][C:23]([C:26]2[CH:27]=[C:28]([CH:31]=[CH:32][CH:33]=2)[CH:29]=O)=[CH:22]1.NC1C=C(C=CC=1)CN>>[CH3:20][C:2]([CH3:19])([CH3:1])[C:3]#[C:4]/[CH:5]=[CH:6]/[CH2:7][N:8]([CH2:11][C:12]1[CH:17]=[CH:16][CH:15]=[C:14]([NH:18][CH2:29][C:28]2[CH:31]=[CH:32][CH:33]=[C:26]([C:23]3[CH:24]=[CH:25][S:21][CH:22]=3)[CH:27]=2)[CH:13]=1)[CH2:9][CH3:10]. Procedure details: Compounds of Examples 175 to 180 were obtained by performing the same reaction as in Example 174 except that instead of the starting compound (E)-N-(6,6-dimethyl-2-hepten-4-ynyl)-N-ethyl-3-aminobenzylamine and/or 3-(3-thienyl)benzaldehyde, the corresponding 3-aminobenzylamine derivatives and/or 3-substituted benzaldehyde derivatives were used. The reactants are C=CC(=O)OCC, CC#N, Cl[Cu]Cl, Cl, CC(C)(C)ON=O, Nc1nc2c(Cl)cc(F)cc2s1. RXN SMILES: [C:1]([CH:2]=[CH2:3])(=[O:4])[O:5][CH2:6][CH3:7].[CH3:31][C:32]#[N:33].[Cl:28][Cu:29][Cl:30].[ClH:27].[N:8]([O:9][C:10]([CH3:11])([CH3:12])[CH3:13])=[O:14].[NH2:15][c:16]1[s:17][c:18]2[c:19]([n:20]1)[c:21]([Cl:26])[cH:22][c:23]([F:25])[cH:24]2>>[C:1]([CH:2]=[CH:3][c:16]1[s:17][c:18]2[c:19]([n:20]1)[c:21]([Cl:26])[cH:22][c:23]([F:25])[cH:24]2)(=[O:4])[O:5][CH2:6][CH3:7]. Yields the product CCOC(=O)C=Cc1nc2c(Cl)cc(F)cc2s1. The reactants are ice water, C(CC(O)(C(=O)O)CC(=O)O)(=O)O (citric acid), C(C=C)Br (allyl bromide), OC=1C2=C(N(N=C2C=CC1)C)S(=O)(=O)N (4-hydroxy-2-methyl-2H-indazole-3-sulfonamide), C(O)([O-])=O.[Na+] (sodium hydrogencarbonate). Conditions: time 12 hour. Run in CN(C)C=O (DMF). Reported procedure: 1.3 g of allyl bromide was added to a mixture comprising 5 g (22 mmol) of 4-hydroxy-2-methyl-2H-indazole-3-sulfonamide and 50 ml of a DMF solution of 1.9 g (22 mmol) of sodium hydrogencarbonate, and the mixture was stirred at room temperature for 12 hours. The mixture was poured into ice water, acidified with citric acid and extracted with ethyl acetate. The organic layer was washed, then concentrated and purified by column chromatography (hexane/ethyl acetate=2/1) to obtain 1.9 g (yield: 32.5%)... Isolated yield 66.1%. As a reaction SMILES: [CH2:1](Br)[CH:2]=[CH2:3].[OH:5][C:6]1[C:7]2[C:11]([CH:12]=[CH:13][CH:14]=1)=[N:10][N:9]([CH3:15])[C:8]=2[S:16]([NH2:19])(=[O:18])=[O:17].C(=O)([O-])O.[Na+].C(O)(=O)CC(CC(O)=O)(C(O)=O)O>CN(C=O)C>[CH2:1]([O:5][C:6]1[C:7]2[C:11]([CH:12]=[CH:13][CH:14]=1)=[N:10][N:9]([CH3:15])[C:8]=2[S:16]([NH2:19])(=[O:18])=[O:17])[CH:2]=[CH2:3] |f:2.3|. The product is C(C=C)OC=1C2=C(N(N=C2C=CC1)C)S(=O)(=O)N (4-allyloxy-2-methyl-2H-indazole-3-sulfonamide).